Dataset: the Open Reaction Database (ORD), a public repository of structured organic reaction records. Task: describe an organic reaction: reactants, conditions, products, and yield Reactants: FC(C(=O)NC=1SC=C(N1)C(C(=O)NC1[C@@H]2N(C(=C(CS2)C(CCO)SC2=NN=NN2)C(=O)O)C1=O)=NOC1CCCC1)(F)F (7-[2-[2-(2,2,2-trifluoroacetamido)-thiazol-4-yl]-2-cyclopentyloxyiminoacetamido]-3-[1-(2-hydroxyethyl)-1H-tetrazol-5-ylthiomethyl]-3-cephem-4-carboxylic acid), C(C)(=O)[O-].[Na+] (sodium acetate), O (water). Run in O1CCCC1 (tetrahydrofuran). Yields the product NC=1SC=C(N1)C(C(=O)NC1[C@@H]2N(C(=C(CS2)C(CCO)SC2=NN=NN2)C(=O)O)C1=O)=NOC1CCCC1 (7-[2-(2-aminothiazol-4-yl)-2-cyclopentyloxyiminoacetamido]-3-[1-(2-hydroxyethyl)-1H-tetrazol-5-ylthiomethyl]-3-cephem-4-carboxylic acid). The yield is 71.5%. Reaction SMILES: FC(F)(F)C([NH:5][C:6]1[S:7][CH:8]=[C:9]([C:11](=[N:37][O:38][CH:39]2[CH2:43][CH2:42][CH2:41][CH2:40]2)[C:12]([NH:14][CH:15]2[C:35](=[O:36])[N:17]3[C:18]([C:32]([OH:34])=[O:33])=[C:19]([CH:22]([S:26][C:27]4[NH:31][N:30]=[N:29][N:28]=4)[CH2:23][CH2:24][OH:25])[CH2:20][S:21][C@H:16]23)=[O:13])[N:10]=1)=O.C([O-])(=O)C.[Na+].O>O1CCCC1>[NH2:5][C:6]1[S:7][CH:8]=[C:9]([C:11](=[N:37][O:38][CH:39]2[CH2:40][CH2:41][CH2:42][CH2:43]2)[C:12]([NH:14][CH:15]2[C:35](=[O:36])[N:17]3[C:18]([C:32]([OH:34])=[O:33])=[C:19]([CH:22]([S:26][C:27]4[NH:31][N:30]=[N:29][N:28]=4)[CH2:23][CH2:24][OH:25])[CH2:20][S:21][C@H:16]23)=[O:13])[N:10]=1 |f:1.2|. Procedure details: A solution of 7-[2-[2-(2,2,2-trifluoroacetamido)-thiazol-4-yl]-2-cyclopentyloxyiminoacetamido]-3-[1-(2-hydroxyethyl)-1H-tetrazol-5-ylthiomethyl]-3-cephem-4-carboxylic acid (syn isomer, 2.5 g.), sodium acetate 3 hydrate (4.9 g.), water (30 ml.) and tetrahydrofuran (14.0 ml.) was stirred at room temperature for 18 hours. After removing tetrahydrofuran from the resultant solution in vacuo, water (20 ml.) was added to the residue and adjusted to pH 3.0 with 10% hydrochloric acid. The precipitates we... The reactants are OC1=CC=CC=2OC(=CC21)C2=NOC(=N2)C (3-(4-hydroxybenzo(b)furan-2-yl)-5-methyl-1,2,4-oxadiazole), S(=O)(=O)(OC[C@@H]1CO1)C1=CC=C([N+](=O)[O-])C=C1 ((S)-glycidyl nosylate). Yields the product C([C@@H]1CO1)OC1=CC=CC=2OC(=CC21)C2=NOC(=N2)C ((S)-3-(4-glycidyloxybenzo(b)furan-2-yl)-5-methyl-1,2,4-oxadiazole). Isolated yield 47.6%. As a reaction SMILES: [OH:1][C:2]1[C:10]2[CH:9]=[C:8]([C:11]3[N:15]=[C:14]([CH3:16])[O:13][N:12]=3)[O:7][C:6]=2[CH:5]=[CH:4][CH:3]=1.S(C1C=CC([N+]([O-])=O)=CC=1)(O[CH2:21][C@H:22]1[O:24][CH2:23]1)(=O)=O>>[CH2:21]([O:1][C:2]1[C:10]2[CH:9]=[C:8]([C:11]3[N:15]=[C:14]([CH3:16])[O:13][N:12]=3)[O:7][C:6]=2[CH:5]=[CH:4][CH:3]=1)[C@H:22]1[O:24][CH2:23]1. Procedure details: By the reactions in the same manner as in Starting Material Synthesis Example 1 using 3-(4-hydroxybenzo(b)furan-2-yl)-5-methyl-1,2,4-oxadiazole (0.75 g) and (S)-glycidyl nosylate (0.93 g), the title compound (0.45 g) was obtained as white crystals. Starting materials: C(C=C)OC(=O)O[C@H](C)[C@@H]1[C@@H]2N(C(=C([C@@H]2C)CN2S(C3=CC=CC=C3C=3C=CC=CC23)(=O)=O)C(=O)OCC=C)C1=O (Allyl (1S,5R,6S)-6-[1(R)-allyloxycarbonyloxy-ethyl]-2-(9,9-dioxo-10H-9-thia-10-aza-phenanthren-10-ylmethyl)-1-methyl-carbapen-2-em-3-carboxylate), C1(=CC=CC=C1)P(C1=CC=CC=C1)C1=CC=CC=C1 (triphenylphosphine), C(C)C(C(=O)[O-])CCCC.[Na+] (sodium 2-ethyl-hexanoate), C(C)(=O)OCC (ethyl acetate), C(C)C(C(=O)O)CCCC (2-ethyl-hexanoic acid). The reagents and catalysts are C=1C=CC(=CC1)[P](C=2C=CC=CC2)(C=3C=CC=CC3)[Pd]([P](C=4C=CC=CC4)(C=5C=CC=CC5)C=6C=CC=CC6)([P](C=7C=CC=CC7)(C=8C=CC=CC8)C=9C=CC=CC9)[P](C=1C=CC=CC1)(C=1C=CC=CC1)C=1C=CC=CC1 (tetrakis(triphenylphosphine)palladium(0)). Run in C(C)OCC (ethyl ether), ClCCl (dichloromethane). Reaction conditions: time 15 minute. Yields the product O=S1(C2=CC=CC=C2C=2C=CC=CC2N1CC=1[C@@H]([C@H]2N(C1C(=O)[O-])C([C@@H]2[C@@H](C)O)=O)C)=O.[Na+] (Sodium (1S,5R,6S)-2-(9,9-dioxo-10H-9-thia-10-aza-phenanthren-10-ylmethyl)-6-[1(R)-hydroxy-ethyl]-1-methyl-carbapen-2-em-3-carboxylate). As a reaction SMILES: C(OC([O:7][C@@H:8]([C@H:10]1[C:40](=[O:41])[N:12]2[C:13]([C:34]([O:36]CC=C)=[O:35])=[C:14]([CH2:17][N:18]3[C:31]4[CH:30]=[CH:29][CH:28]=[CH:27][C:26]=4[C:25]4[C:20](=[CH:21][CH:22]=[CH:23][CH:24]=4)[S:19]3(=[O:33])=[O:32])[C@H:15]([CH3:16])[C@H:11]12)[CH3:9])=O)C=C.C1(P(C2C=CC=CC=2)C2C=CC=CC=2)C=CC=CC=1.C(C(CCCC)C([O-])=O)C.[Na+:71].C(OCC)(=O)C.C(C(CCCC)C(O)=O)C>ClCCl.C(OCC)C.C1C=CC([P]([Pd]([P](C2C=CC=CC=2)(C2C=CC=CC=2)C2C=CC=CC=2)([P](C2C=CC=CC=2)(C2C=CC=CC=2)C2C=CC=CC=2)[P](C2C=CC=CC=2)(C2C=CC=CC=2)C2C=CC=CC=2)(C2C=CC=CC=2)C2C=CC=CC=2)=CC=1>[O:33]=[S:19]1(=[O:32])[N:18]([CH2:17][C:14]2[C@H:15]([CH3:16])[C@@H:11]3[C@@H:10]([C@H:8]([OH:7])[CH3:9])[C:40](=[O:41])[N:12]3[C:13]=2[C:34]([O-:36])=[O:35])[C:31]2[CH:30]=[CH:29][CH:28]=[CH:27][C:26]=2[C:25]2[C:20]1=[CH:21][CH:22]=[CH:23][CH:24]=2.[Na+:71] |f:2.3,9.10,^1:99,101,120,139|. Procedure details: The product from step 1 (22 mg, 0.038 mmol) in dichloromethane (0.5 mL) was treated with triphenylphosphine (1.6 mg, 0.0061 mmol), 0.5M sodium 2-ethyl-hexanoate in ethyl acetate (0.021 mL, 0.011 mmol), 2-ethyl-hexanoic acid (0.007 mL, 0.044 mmol) and tetrakis(triphenylphosphine)palladium(0) (4.4 mg, 0.0038 mmol). The mixture was stirred at room temperature for 15 minutes, then diluted with ethyl ether (5 mL) and centrifuged. The solid pellet was washed with ether (1.5 mL), taken up in 20% aceton... Starting materials: CN(C)CC(C)(C)Oc1ccc(N=C(c2ccccc2)c2ccccc2)nn1, CC(=O)[O-], CO, Cl, NO, [Na+]. Yields the product CN(C)CC(C)(C)Oc1ccc(N)nn1. Reaction SMILES: [CH3:1][N:2]([CH2:3][C:4]([CH3:5])([CH3:6])[O:7][c:8]1[cH:9][cH:10][c:11]([N:14]=[C:15]([c:16]2[cH:17][cH:18][cH:19][cH:20][cH:21]2)[c:22]2[cH:23][cH:24][cH:25][cH:26][cH:27]2)[n:12][n:13]1)[CH3:28].[CH3:33][C:34](=[O:35])[O-:36].[CH3:37][OH:38].[ClH:29].[NH2:30][OH:31].[Na+:32]>>[CH3:1][N:2]([CH2:3][C:4]([CH3:5])([CH3:6])[O:7][c:8]1[cH:9][cH:10][c:11]([NH2:14])[n:12][n:13]1)[CH3:28]. Starting materials: COC=1C=C2C(=NC=NC2=CC1OCC1CCN(CC1)C)NC (6-Methoxy-4-methylamino-7-(N-methylpiperidin-4-ylmethoxy)quinazoline), ClC1=C(C(=CC=C1)Cl)N=C=O (2,6-dichlorophenyl isocyanate). Solvent: C(Cl)(Cl)Cl (chloroform), CO (methanol). Conditions: temperature 85 celsius. Product: ClC1=C(C(=CC=C1)Cl)NC(=O)N(C)C1=NC=NC2=CC(=C(C=C12)OC)OCC1CCN(CC1)C (1-(2,6-dichlorophenyl)-3-[6-methoxy-7-(N-methylpiperidin-4-ylmethoxy)quinazolin-4-yl]-3-methylurea). Yield: 5.1%. RXN SMILES: [CH3:1][O:2][C:3]1[CH:4]=[C:5]2[C:10](=[CH:11][C:12]=1[O:13][CH2:14][CH:15]1[CH2:20][CH2:19][N:18]([CH3:21])[CH2:17][CH2:16]1)[N:9]=[CH:8][N:7]=[C:6]2[NH:22][CH3:23].[Cl:24][C:25]1[CH:30]=[CH:29][CH:28]=[C:27]([Cl:31])[C:26]=1[N:32]=[C:33]=[O:34]>C(Cl)(Cl)Cl.CO>[Cl:24][C:25]1[CH:30]=[CH:29][CH:28]=[C:27]([Cl:31])[C:26]=1[NH:32][C:33]([N:22]([C:6]1[C:5]2[C:10](=[CH:11][C:12]([O:13][CH2:14][CH:15]3[CH2:20][CH2:19][N:18]([CH3:21])[CH2:17][CH2:16]3)=[C:3]([O:2][CH3:1])[CH:4]=2)[N:9]=[CH:8][N:7]=1)[CH3:23])=[O:34]. Reported procedure: 6-Methoxy-4-methylamino-7-(N-methylpiperidin-4-ylmethoxy)quinazoline (0.195 g) was added to 2,6-dichlorophenyl isocyanate (0.3 g) under argon and the solids were mixed together using a spatula. The mixture was heated to 85° C. with gentle mixing for 40 minutes. The mixture was cooled to ambient temperature, dissolved in a mixture of chloroform (15 ml) and methanol (5 ml) and purified by column chromatography on silica using increasingly polar mixtures of methylene chloride and a 1% aqueous ammon...